From a dataset of the Open Reaction Database (ORD), a public repository of structured organic reaction records. describe an organic reaction: reactants, conditions, products, and yield Starting materials: FC1=CC=C(C=C1)S (4-fluorobenzenethiol), C1(CC1)Br (cyclopropyl bromide), C(C)(C)(C)O[Na] (t-BuONa), O (water). The solvent is CS(=O)C (DMSO), petroleum ether. Reaction conditions: temperature 80 celsius, time 2 day. Product: C1(CC1)SC1=CC=C(C=C1)F (cyclopropyl(4-fluorophenyl)sulfane). Isolated yield 73.0%. As a reaction SMILES: [F:1][C:2]1[CH:7]=[CH:6][C:5]([SH:8])=[CH:4][CH:3]=1.[CH:9]1(Br)[CH2:11][CH2:10]1.C(O[Na])(C)(C)C.O>CS(C)=O>[CH:9]1([S:8][C:5]2[CH:6]=[CH:7][C:2]([F:1])=[CH:3][CH:4]=2)[CH2:11][CH2:10]1. Reported procedure: To a stirred solution of 4-fluorobenzenethiol (134 g, 1.05 mol) in DMSO (3 L) under nitrogen atmosphere were added cyclopropyl bromide (140 g, 1.15 mol) and t-BuONa (138.7 g, 1.44 mol). Then the reaction mixture was heated to 80° C. and stirred for 2 days. TLC (petroleum ether) indicated the reaction was complete. After cooled to room temperature, the mixture was poured into water (2 L), extracted with diethyl ether (1.5 L×3). The combined organic phases were washed with water (1 L), then brine ... Starting materials: C1(=CC=CC=C1)C1=C(NC2=CC=CC=C12)C(=O)OCC (ethyl 3-phenyl-1H-indole-2-carboxylate), O.NN (hydrazine hydrate). Solvent: C(C)O (ethanol). The product is C1(=CC=CC=C1)C1=C(NC2=CC=CC=C12)C(=O)NN (3-phenyl-1H-indole-2-carbohydrazide). The yield is 74.0%. RXN SMILES: [C:1]1([C:7]2[C:15]3[C:10](=[CH:11][CH:12]=[CH:13][CH:14]=3)[NH:9][C:8]=2[C:16]([O:18]CC)=O)[CH:6]=[CH:5][CH:4]=[CH:3][CH:2]=1.O.[NH2:22][NH2:23]>C(O)C>[C:1]1([C:7]2[C:15]3[C:10](=[CH:11][CH:12]=[CH:13][CH:14]=3)[NH:9][C:8]=2[C:16]([NH:22][NH2:23])=[O:18])[CH:6]=[CH:5][CH:4]=[CH:3][CH:2]=1 |f:1.2|. Procedure details: A solution of Example 1B (2.65 g, 10 mmol) in ethanol (20 mL) was treated with hydrazine hydrate (3.12 mL, 100 mmol), heated to reflux for 18 hours, cooled to room temperature, and filtered. The resulting solid was washed with ethanol and dried under vacuum to provide 1.86 g (74%) of the desired product of sufficient purity for subsequent use.